This data is from the Open Reaction Database (ORD), a public repository of structured organic reaction records. The task is: describe an organic reaction: reactants, conditions, products, and yield The reactants are N1(CCCC2=CC=CC=C12)S(=O)(=O)C1=CC=C(C(=O)O)C=C1 (4-(3,4-dihydroquinolin-1(2H)-ylsulfonyl)benzoic acid), S1C(=NC2=C1C=CC=C2)N (benzo[d]thiazol-2-amine). The product is S1C(=NC2=C1C=CC=C2)NC(C2=CC=C(C=C2)S(=O)(=O)N2CCCC1=CC=CC=C21)=O (N-(benzo[d]thiazol-2-yl)-4-(3,4-dihydroquinolin-1(2H)-ylsulfonyl)benzamide). RXN SMILES: [N:1]1([S:11]([C:14]2[CH:22]=[CH:21][C:17]([C:18](O)=[O:19])=[CH:16][CH:15]=2)(=[O:13])=[O:12])[C:10]2[C:5](=[CH:6][CH:7]=[CH:8][CH:9]=2)[CH2:4][CH2:3][CH2:2]1.[S:23]1[C:27]2[CH:28]=[CH:29][CH:30]=[CH:31][C:26]=2[N:25]=[C:24]1[NH2:32]>>[S:23]1[C:27]2[CH:28]=[CH:29][CH:30]=[CH:31][C:26]=2[N:25]=[C:24]1[NH:32][C:18](=[O:19])[C:17]1[CH:21]=[CH:22][C:14]([S:11]([N:1]2[C:10]3[C:5](=[CH:6][CH:7]=[CH:8][CH:9]=3)[CH2:4][CH2:3][CH2:2]2)(=[O:12])=[O:13])=[CH:15][CH:16]=1. Procedure details: 4-(3,4-dihydroquinolin-1(2H)-ylsulfonyl)benzoic acid (1) (100 mg, 0.32 mmol) was treated with benzo[d]thiazol-2-amine (39 mg, 0.26 mmol) using method B. The residue was purified using flash chromatography eluting with 0-20% EtOAc in hexanes to give N-(benzo[d]thiazol-2-yl)-4-(3,4-dihydroquinolin-1(2H)-ylsulfonyl)benzamide as an off-white solid. Yield: 29 mg (25%). 1H-NMR: 8.22 (d, J=8.5 Hz, 2H), 8.02 (d, J=8.0 Hz, 1H), 7.73 (d, J=8.5 Hz, 2H), 7.62 (d, J=8.0 Hz, 1H), 7.50-7.45 (m, 1H), 7.37-7.32 ... Reactants: COC(CC1CCCCC1)=O (methylcyclohexylacetate), CP(OC)(OC)=O (dimethyl methylphosphonate), P([O-])([O-])=O (phosphonate), C(CCC)[Li] (n-butyllithium). Solvent: C(C)(=O)O (acetic acid), O1CCCC1 (tetrahydrofuran), CCCCCC (hexane). Run at time 5 minute. Reported procedure: A solution of 49.6 g (0.40 mole) dimethyl methylphosphonate (Aldrich) in 500 ml dry tetrahydrofuran was cooled to -78° in a dry nitrogen atmosphere. To the stirred phosphonate solution was added 188 ml of 2.34 M n-butyllithium in hexane solution (Alfa Inorganics, Inc.) dropwise over a period of 40 minutes at such a rate that the reaction temperature never rose above -65°. After an additional 5 minutes stirring at -78°, 31.2 g (0.20 mole) methylcyclohexylacetate was added dropwise at a rate that ... The product is O=C(CP(OC)(OC)=O)CC1CCCCC1 (Dimethyl 2-oxo-3-cyclohexylpropylphosphonate). Reaction SMILES: [CH3:1][P:2](=[O:7])([O:5][CH3:6])[O:3][CH3:4].P(=O)([O-])[O-].C([Li])CCC.C[O:18][C:19](=O)[CH2:20][CH:21]1[CH2:26][CH2:25][CH2:24][CH2:23][CH2:22]1>O1CCCC1.CCCCCC.C(O)(=O)C>[O:18]=[C:19]([CH2:20][CH:21]1[CH2:26][CH2:25][CH2:24][CH2:23][CH2:22]1)[CH2:1][P:2](=[O:7])([O:5][CH3:6])[O:3][CH3:4]. Starting materials: FC1=C(C=2CCC(N3C=C(C(C(C23)=C1)=O)C(=O)O)C)N1CCC(CC1)O (9-fluoro-8-(4-hydroxy-1-piperidyl)-5-methyl-6,7-dihydro-1-oxo-1H,5H-benzo[ij]quinolizine-2-carboxylic acid), C(C)(=O)O (acetic acid). Reagents/catalysts: S(O)(O)(=O)=O (sulfuric acid). The solvent is ClCCl (dichloromethane). Reaction conditions: time 5 hour. Product: FC1=C(C=2CCC(N3C=C(C(C(C23)=C1)=O)C(=O)O)C)N1CCC(CC1)OC(C)=O (9-fluoro-8-(4-acetoxy-1-piperidyl)-5-methyl-6,7-dihydro-1-oxo-1H,5H-benzo[ij]quinolizine-2-carboxylic acid). Isolated yield 31.2%. As a reaction SMILES: [F:1][C:2]1[CH:14]=[C:12]2[C:13]3[N:8]([CH:9]=[C:10]([C:16]([OH:18])=[O:17])[C:11]2=[O:15])[CH:7]([CH3:19])[CH2:6][CH2:5][C:4]=3[C:3]=1[N:20]1[CH2:25][CH2:24][CH:23]([OH:26])[CH2:22][CH2:21]1.[C:27](O)(=[O:29])[CH3:28]>S(=O)(=O)(O)O.ClCCl>[F:1][C:2]1[CH:14]=[C:12]2[C:13]3[N:8]([CH:9]=[C:10]([C:16]([OH:18])=[O:17])[C:11]2=[O:15])[CH:7]([CH3:19])[CH2:6][CH2:5][C:4]=3[C:3]=1[N:20]1[CH2:21][CH2:22][CH:23]([O:26][C:27](=[O:29])[CH3:28])[CH2:24][CH2:25]1. Procedure details: In a 25 ml flask were placed 0.43 g of 9-fluoro-8-(4-hydroxy-1-piperidyl)-5-methyl-6,7-dihydro-1-oxo-1H,5H-benzo[ij]quinolizine-2-carboxylic acid, 0.2 g of acetic acid and 5 ml of dichloromethane and the mixture was refluxed after adding 5 drops of concentrated sulfuric acid. During the reaction oily substance appeared on the bottom of the flask. After 5 hours the reaction was stopped, dichloromethane was removed and water was added to the product followed by filtration. Crystals thus obtained w... The reactants are C1CCOC1, COC(=O)c1ccc(OCCNC(=O)c2oc3ccccc3c2N(C)C)cc1, CO, Cl, NO, [Na+], [OH-]. The product is CN(C)c1c(C(=O)NCCOc2ccc(C(=O)NO)cc2)oc2ccccc12. Reaction SMILES: [CH2:36]1[O:37][CH2:38][CH2:39][CH2:40]1.[CH3:1][N:2]([c:3]1[c:4]([C:12](=[O:13])[NH:14][CH2:15][CH2:16][O:17][c:18]2[cH:19][cH:20][c:21]([C:22]([O:24][CH3:23])=[O:25])[cH:26][cH:27]2)[o:5][c:6]2[c:7]1[cH:8][cH:9][cH:10][cH:11]2)[CH3:28].[CH3:34][OH:35].[ClH:33].[NH2:29][OH:30].[Na+:32].[OH-:31]>>[CH3:1][N:2]([c:3]1[c:4]([C:12](=[O:13])[NH:14][CH2:15][CH2:16][O:17][c:18]2[cH:19][cH:20][c:21]([C:22](=[O:24])[NH:29][OH:30])[cH:26][cH:27]2)[o:5][c:6]2[c:7]1[cH:8][cH:9][cH:10][cH:11]2)[CH3:28].